Dataset: the Open Reaction Database (ORD), a public repository of structured organic reaction records. Task: describe an organic reaction: reactants, conditions, products, and yield Reactants: N[C@@H](C(=O)O)C1CCCCC1 ((R)-2-amino-2-cyclohexylacetic acid), N(=O)[O-].[Na+] (NaNO2), Br (HBr). Solvent: O (H2O), O (H2O). Reaction conditions: time 2 hour. The product is Br[C@@H](C(=O)O)C1CCCCC1 ((R)-2-bromo-2-cyclohexylacetic acid). Yield: 92.5%. Reaction SMILES: N[C@H:2]([CH:6]1[CH2:11][CH2:10][CH2:9][CH2:8][CH2:7]1)[C:3]([OH:5])=[O:4].[BrH:12].N([O-])=O.[Na+]>O>[Br:12][C@H:2]([CH:6]1[CH2:11][CH2:10][CH2:9][CH2:8][CH2:7]1)[C:3]([OH:5])=[O:4] |f:2.3|. Procedure: The (R)-2-amino-2-cyclohexylacetic acid (H-Cyclohexyl-D-Gly-OH, 1 g, 6.36 mmol), which is commercially available from Bachem California Inc., Torrance, Calif. 90505, was dissolved in a mixture of HBr 48% (5.8 niL, 50.9 mmol) and H2O (20 mL). At 0° C., a solution of NaNO2 (1.4 g, 20.4 mmol) in H2O (10 mL) was added over a period of 30 min. The reaction was stirred for two hours. The reaction mixture was degassed in vacuo and extracted with EtOAc (2×2mL). The extracts were washed with water (15 mL... The reactants are BrBr (bromine), N=1C=CN2C1N=CC=C2 (Imidazo[1,2-α]pyrimidine), C(C)(=O)[O-].[Na+] (sodium acetate), [Br-].[K+] (potassium bromide). Solvent: CO (methanol). The product is BrC1=CN=C2N1C=CC=N2 (3-bromoimidazo[1,2-α]pyrimidine). The yield is 87.0%. Reaction SMILES: [N:1]1[CH:2]=[CH:3][N:4]2[CH:9]=[CH:8][CH:7]=[N:6][C:5]=12.C([O-])(=O)C.[Na+].[Br-:15].[K+].BrBr>CO>[Br:15][C:3]1[N:4]2[CH:9]=[CH:8][CH:7]=[N:6][C:5]2=[N:1][CH:2]=1 |f:1.2,3.4|. Reported procedure: Imidazo[1,2-α]pyrimidine (0.20 g, 1.68 mmol) and sodium acetate 207 mg, 2.52 mmol) were dissolved in methanol (2 ml) which had been saturated with potassium bromide and this mixture was cooled to −10° C. before dropwise addition of bromine (269 mg, 1.68 mmol) over 5 min. On complete addition the mixture was quenched by addition of 1M sodium sulfite solution (2 ml) and the solvent removed in vacuo. The residue was treated with water (15 ml) and saturated sodium hydrogencarbonate solution (15 ml) ... Starting materials: CC1=C(NC(CN2C3=C(C=4C=CC=CC24)CCN(CC3)C(=O)OC(C)(C)C)=O)C=CC=C1C (tert-Butyl 6-[2-(2,3-dimethylanilino)-2-oxoethyl]-1,4,5,6-tetrahydroazepino[4,5-b]indole-3(2H)-carboxylate), FC(C(=O)O)(F)F (trifluoroacetic acid), C(Cl)Cl (CH2Cl2). Reaction conditions: time 1.5 hour. Yields the product Cl.CC1=C(C=CC=C1C)NC(CN1C2=C(C=3C=CC=CC13)CCNCC2)=O (N-(2,3-dimethylphenyl)-2-(2,3,4,5-tetrahydroazepino[4,5-b]indol-6(1H)-yl)acetamide hydrochloride). Isolated yield 89.0%. RXN SMILES: [CH3:1][C:2]1[C:32]([CH3:33])=[CH:31][CH:30]=[CH:29][C:3]=1[NH:4][C:5](=[O:28])[CH2:6][N:7]1[C:15]2[CH:14]=[CH:13][CH:12]=[CH:11][C:10]=2[C:9]2[CH2:16][CH2:17][N:18](C(OC(C)(C)C)=O)[CH2:19][CH2:20][C:8]1=2.FC(F)(F)C(O)=O.C(Cl)[Cl:42]>>[ClH:42].[CH3:1][C:2]1[C:32]([CH3:33])=[CH:31][CH:30]=[CH:29][C:3]=1[NH:4][C:5](=[O:28])[CH2:6][N:7]1[C:15]2[CH:14]=[CH:13][CH:12]=[CH:11][C:10]=2[C:9]2[CH2:16][CH2:17][NH:18][CH2:19][CH2:20][C:8]1=2 |f:3.4|. Reported procedure: tert-Butyl 6-[2-(2,3-dimethylanilino)-2-oxoethyl]-1,4,5,6-tetrahydroazepino[4,5-b]indole-3(2H)-carboxylate (1.02 g, 2.27 mmol) was disolved in CH2Cl2 (15 mL), then trifluoroacetic acid (3.0 mL, 4.44 g, 38.9 mmol, 17.2 equiv.) was added. The resulting solution was stirred at rt for 1.5 h. The reaction mixture was concentrated to dryness, then the residue was partitioned between EtOAc (100 mL) and 1N NaOH (50 mL). The layers were separated, and the aqueous layer was extracted with EtOAc (50 mL) Th... Starting materials: CCO, Cn1cc(-c2cn(S(=O)(=O)c3ccccc3)c3ncc(CC4CCCCC4)cc23)cn1, [Na+], [OH-]. Product: Cn1cc(-c2c[nH]c3ncc(CC4CCCCC4)cc23)cn1. RXN SMILES: [CH3:34][CH2:35][OH:36].[CH:1]1([CH2:7][c:8]2[cH:9][c:10]3[c:11]([n:12][cH:13]2)[n:14]([S:23]([c:24]2[cH:25][cH:26][cH:27][cH:28][cH:29]2)(=[O:30])=[O:31])[cH:15][c:16]3-[c:17]2[cH:18][n:19][n:20]([CH3:22])[cH:21]2)[CH2:2][CH2:3][CH2:4][CH2:5][CH2:6]1.[Na+:33].[OH-:32]>>[CH:1]1([CH2:7][c:8]2[cH:9][c:10]3[c:11]([n:12][cH:13]2)[nH:14][cH:15][c:16]3-[c:17]2[cH:18][n:19][n:20]([CH3:22])[cH:21]2)[CH2:2][CH2:3][CH2:4][CH2:5][CH2:6]1.